Dataset: the Open Reaction Database (ORD), a public repository of structured organic reaction records. Task: describe an organic reaction: reactants, conditions, products, and yield Reactants: C1(CCCCCC1)N (cycloheptylamine), C(C)N1CCOCC1 (N-ethylmorpholine), ClC(=O)OCC(C)C (isobutyl chloroformate), C(C1=CC=CC=C1)OC(=O)N[C@@H](C)C(=O)N1[C@H](C(=O)O)CCC1 (N-benzyloxycarbonyl-L-alanyl-L-proline). Solvent: O1CCCC1 (tetrahydrofuran), O1CCCC1 (tetrahydrofuran), petroleum ether. Run at temperature -10 celsius, time 20 minute. The product is C1(CCCCCC1)NC([C@H]1N(CCC1)C([C@@H](NC(=O)OCC1=CC=CC=C1)C)=O)=O (N-benzyloxycarbonyl-L-alanyl-L-proline cycloheptylamide). Isolated yield 67.4%. As a reaction SMILES: [CH2:1]([O:8][C:9]([NH:11][C@H:12]([C:14]([N:16]1[CH2:23][CH2:22][CH2:21][C@H:17]1[C:18]([OH:20])=O)=[O:15])[CH3:13])=[O:10])[C:2]1[CH:7]=[CH:6][CH:5]=[CH:4][CH:3]=1.C(N1CCOCC1)C.ClC(OCC(C)C)=O.[CH:40]1([NH2:47])[CH2:46][CH2:45][CH2:44][CH2:43][CH2:42][CH2:41]1>O1CCCC1>[CH:40]1([NH:47][C:18](=[O:20])[C@@H:17]2[CH2:21][CH2:22][CH2:23][N:16]2[C:14](=[O:15])[C@H:12]([CH3:13])[NH:11][C:9]([O:8][CH2:1][C:2]2[CH:3]=[CH:4][CH:5]=[CH:6][CH:7]=2)=[O:10])[CH2:46][CH2:45][CH2:44][CH2:43][CH2:42][CH2:41]1. Procedure: 6.4 g (0.02 mol) of N-benzyloxycarbonyl-L-alanyl-L-proline were dissolved in 75 ml of dry tetrahydrofuran and the solution was cooled to -10° C. 2.54 ml (0.02 mol) of N-ethylmorpholine and 2.62 ml (0.02 mol) of isobutyl chloroformate were added and the solution was stirred at -10° C. for 20 minutes. A solution of 2.25 g (0.02 mol) of cycloheptylamine in 25 ml of dry tetrahydrofuran was then added. The mixture was stirred at 0° C. for 1 hour and then left to stand at room temperature for 16 hours... Starting materials: O=C([O-])[O-], C=CCC1(c2ccc(F)cc2)CCN(C(C)c2ccc(Br)cc2)C(=O)O1, C1COCCO1, [Cs+], [Cs+], Nc1ccc(B(O)O)cn1. Yields the product C=CCC1(c2ccc(F)cc2)CCN(C(C)c2ccc(-c3ccc(N)nc3)cc2)C(=O)O1. RXN SMILES: [C:37](=[O:38])([O-:39])[O-:40].[CH2:1]([CH:2]=[CH2:3])[C:4]1([c:20]2[cH:21][cH:22][c:23]([F:26])[cH:24][cH:25]2)[CH2:5][CH2:6][N:7]([CH:11]([CH3:12])[c:13]2[cH:14][cH:15][c:16]([Br:19])[cH:17][cH:18]2)[C:8](=[O:10])[O:9]1.[CH2:43]1[O:44][CH2:45][CH2:46][O:47][CH2:48]1.[Cs+:41].[Cs+:42].[NH2:27][c:28]1[cH:29][cH:30][c:31]([B:34]([OH:35])[OH:36])[cH:32][n:33]1>>[CH2:1]([CH:2]=[CH2:3])[C:4]1([c:20]2[cH:21][cH:22][c:23]([F:26])[cH:24][cH:25]2)[CH2:5][CH2:6][N:7]([CH:11]([CH3:12])[c:13]2[cH:14][cH:15][c:16](-[c:31]3[cH:30][cH:29][c:28]([NH2:27])[n:33][cH:32]3)[cH:17][cH:18]2)[C:8](=[O:10])[O:9]1. Starting materials: C(CCC)[Li] (n-butyllithium), [Si](C)(C)(C(C)(C)C)OC1=CC2=C(C=CS2)C=C1 (6-(t-butyldimethylsilyloxy)benzothiophene), O (water), B(OC(C)C)(OC(C)C)OC(C)C (triisopropyl borate). Solvent: CCCCCC (hexane), O1CCCC1 (tetrahydrofuran). Conditions: time 1 hour. Product: [Si](C)(C)(C(C)(C)C)OC1=CC2=C(C=C(S2)B(O)O)C=C1 (6-(t-butyldimethylsilyloxy)benzothiophene-2-boronic acid). Yield: 62.0%. As a reaction SMILES: C([Li])CCC.[Si:6]([O:13][C:14]1[CH:22]=[CH:21][C:17]2[CH:18]=[CH:19][S:20][C:16]=2[CH:15]=1)([C:9]([CH3:12])([CH3:11])[CH3:10])([CH3:8])[CH3:7].[B:23](OC(C)C)([O:28]C(C)C)[O:24]C(C)C.O>CCCCCC.O1CCCC1>[Si:6]([O:13][C:14]1[CH:22]=[CH:21][C:17]2[CH:18]=[C:19]([B:23]([OH:28])[OH:24])[S:20][C:16]=2[CH:15]=1)([C:9]([CH3:12])([CH3:11])[CH3:10])([CH3:8])[CH3:7]. Procedure details: 2.5 M n-butyllithium (23 mL, 57.5 mmol) in hexane was slowly added to the 6-(t-butyldimethylsilyloxy)benzothiophene (23, 13.6 g, 51.0 mmol) dissolved in anhydrous tetrahydrofuran (150 mL) at −78° C. under nitrogen atmosphere. 15 minutes later, the mixture was agitated at room temperature for 1 hour. After cooling again to −78° C., triisopropyl borate ((i-PrO)3B; 14.0 mL, 62.0 mmol) was slowly added. Then, after slowly heating to room temperature and agitating for 3 hours, water was added to quen... Reactants: C1=NC(=C(N1[C@H]2[C@@H]([C@@H]([C@H](O2)COP(=O)(O)O)O)O)N)C(=O)N (AICAR), N(=O)[O-].[Na+] (sodium nitrite), N (ammonia). Solvent: C(C)O (ethanol). Conditions: time 2 hour. Yields the product [C@@H]1([C@H](O)[C@H](O)[C@H](O1)CO)N1C=NC2=C1N=NNC2=O (7-(β-D-Ribofuranosyl)imidazo[4,5-d]-v-triazin-4-one). Reaction SMILES: [CH:1]1[N:5]([C@@H:6]2[O:10][C@H:9]([CH2:11][O:12]P(O)(O)=O)[C@@H:8]([OH:17])[C@H:7]2[OH:18])[C:4]([NH2:19])=[C:3]([C:20]([NH2:22])=[O:21])[N:2]=1.[N:23]([O-])=O.[Na+].N>C(O)C>[C@@H:6]1([N:5]2[C:4]3[N:19]=[N:23][NH:22][C:20](=[O:21])[C:3]=3[N:2]=[CH:1]2)[O:10][C@H:9]([CH2:11][OH:12])[C@@H:8]([OH:17])[C@H:7]1[OH:18] |f:1.2|. Procedure: The AICAR [for preparation see Synthesis, 2003. No 17, 2639] (1 g, 3.87 mmol) was added to a solution of chlorhydrique acid 6N (25 mL) at −30° C. A solution of sodium nitrite 3M (4 ml, 11.62 mmol) was added and the mixture was stirred at −30° for 2 hours. A pre-cooled (−30° C.) solution of ethanol (25 mL) was added. A solution of ammonia (28%) was added at −20° C. to pH=7. The reaction mixture was evaporated to dryness. The crude product was purified on silica gel reverse-phase (C18) using water... Starting materials: ClC1=CC2=C(OC3=C(CN2C(=O)NCC(C=C)=O)C=CC=C3)C=C1 (8-chloro-N-(2-oxo-3-butenyl)dibenz[b,f][1,4]oxazepin-10(11H)-carboxamide), C(C)S (ethanethiol), N1CCCCC1 (piperidine), [OH-].C(C1=CC=CC=C1)[N+](C)(C)C (N-benzyltrimethylammonium hydroxide). The solvent is C(Cl)Cl (methylene chloride), CO (methanol), C(Cl)Cl (methylene chloride). Yields the product ClC1=CC2=C(OC3=C(CN2C(=O)NCC(CCSCC)=O)C=CC=C3)C=C1 (8-chloro-N-[4-(ethylthio)-2-oxobutyl]dibenz[b,f][1,4]oxazepine-10(11H) -carboxamide). Reaction SMILES: [Cl:1][C:2]1[CH:24]=[CH:23][C:5]2[O:6][C:7]3[CH:22]=[CH:21][CH:20]=[CH:19][C:8]=3[CH2:9][N:10]([C:11]([NH:13][CH2:14][C:15](=[O:18])[CH:16]=[CH2:17])=[O:12])[C:4]=2[CH:3]=1.[CH2:25]([SH:27])[CH3:26].N1CCCCC1.[OH-].C([N+](C)(C)C)C1C=CC=CC=1>C(Cl)Cl.CO>[Cl:1][C:2]1[CH:24]=[CH:23][C:5]2[O:6][C:7]3[CH:22]=[CH:21][CH:20]=[CH:19][C:8]=3[CH2:9][N:10]([C:11]([NH:13][CH2:14][C:15](=[O:18])[CH2:16][CH2:17][S:27][CH2:25][CH3:26])=[O:12])[C:4]=2[CH:3]=1 |f:3.4|. Reported procedure: A solution of 8-chloro-N-(2-oxo-3-butenyl)dibenz[b,f][1,4]oxazepin-10(11H)-carboxamide (1.00 gram), ethanethiol (0.23 mL), piperidine (0.092 mL), and N-benzyltrimethylammonium hydroxide (0.092 mL) in methylene chloride (16 mL) and methanol (4 mL) was stirred at room temperature for 5 hours. The reaction was diluted with methylene chloride (100 mL), washed with 100 mL each of 1N HCl (two times), water, saturated aqueous sodium bicarbonate, and brine, dried over MgSO4, and evaporated in vacuo. The... Run at time 1.5 hour. The product is C1(=CC=CC=C1)C(C(=O)OCC)N1CCCC1 (ethyl 2-phenyl-2-(pyrrolidin-1-yl)acetate). As a reaction SMILES: Br[CH:2]([C:8]1[CH:13]=[CH:12][CH:11]=[CH:10][CH:9]=1)[C:3]([O:5][CH2:6][CH3:7])=[O:4].CC[N:16]([CH:20]([CH3:22])C)[CH:17]([CH3:19])C.N1CCCC1>C(#N)C>[C:8]1([CH:2]([N:16]2[CH2:17][CH2:19][CH2:22][CH2:20]2)[C:3]([O:5][CH2:6][CH3:7])=[O:4])[CH:13]=[CH:12][CH:11]=[CH:10][CH:9]=1. The yield is 109.8%. Procedure: Ethyl 2-bromo-2-phenylacetate (0.22 ml, 1.23 mmol) was dissolved in acetonitrile (4.0 ml). DIPEA (0.26 ml, 1.48 mmol) and pyrrolidine (0.12 ml, 1.48 mmol) were sequentially added and the solution was stirred at room temperature for 1.5 hours. Acetonitrile was evaporated and the residue was purified by flash chromatography (petroleum ether/EtOAc=9/1) to obtain ethyl 2-phenyl-2-(pyrrolidin-1-yl)acetate (315 mg, quantitative yield) as a colorless oil. Reactants: CCN(C(C)C)C(C)C (DIPEA), N1CCCC1 (pyrrolidine), BrC(C(=O)OCC)C1=CC=CC=C1 (Ethyl 2-bromo-2-phenylacetate). Solvent: C(C)#N (acetonitrile). Starting materials: C(C1=CC=CC=C1)OC1=NC=CC=C1C=1C=C(C(=C(C1)NC(C1=CC(=C(C=C1)[N+](=O)[O-])F)=O)OC)C(C)(C)C (N-[5-(2-benzyloxy-pyridin-3-yl)-3-tert-butyl-2-methoxy-phenyl]-3-fluoro-4-nitro-benzamide), [NH4+].[Cl-] (NH4Cl). The reagents and catalysts are [Fe] (iron). Run in CO.O (MeOH H2O). Reaction conditions: temperature 105 celsius, time 8 hour. Product: NC1=C(C=C(C(=O)NC2=C(C(=CC(=C2)C=2C(=NC=CC2)OCC2=CC=CC=C2)C(C)(C)C)OC)C=C1)F (4-amino-N-[5-(2-benzyloxy-pyridin-3-yl)-3-tert-butyl-2-methoxy-phenyl]-3-fluoro-benzamide). Yield: 72.4%. RXN SMILES: [CH2:1]([O:8][C:9]1[C:14]([C:15]2[CH:16]=[C:17]([C:36]([CH3:39])([CH3:38])[CH3:37])[C:18]([O:34][CH3:35])=[C:19]([NH:21][C:22](=[O:33])[C:23]3[CH:28]=[CH:27][C:26]([N+:29]([O-])=O)=[C:25]([F:32])[CH:24]=3)[CH:20]=2)=[CH:13][CH:12]=[CH:11][N:10]=1)[C:2]1[CH:7]=[CH:6][CH:5]=[CH:4][CH:3]=1.[NH4+].[Cl-]>[Fe].CO.O>[NH2:29][C:26]1[CH:27]=[CH:28][C:23]([C:22]([NH:21][C:19]2[CH:20]=[C:15]([C:14]3[C:9]([O:8][CH2:1][C:2]4[CH:7]=[CH:6][CH:5]=[CH:4][CH:3]=4)=[N:10][CH:11]=[CH:12][CH:13]=3)[CH:16]=[C:17]([C:36]([CH3:38])([CH3:39])[CH3:37])[C:18]=2[O:34][CH3:35])=[O:33])=[CH:24][C:25]=1[F:32] |f:1.2,4.5|. Procedure details: step 2—To a suspension of 316 (595 mg, 1.12 mmol) in a 1:1 mixture of MeOH/H2O (4 mL each) at RT was added NH4Cl (601 mg, 11.2 mmol) and iron powder (314 mg, 5.62 mmol). The reaction mixture was warmed to 105° C. and stirred overnight. The reaction was cooled to RT and filtered via Büchner funnel and the filtrate was rinsed with DCM. The filtrate was diluted with H2O and extracted with DCM. The extracts were washed with H2O and brine. The combined aqueous phases were back-extracted with DCM. The... Starting materials: Br, COc1cc2c(cn1)CN(C(C)(C)C)CC2, CC(=O)O. The product is CC(C)(C)N1CCc2cc(O)ncc2C1. Reaction SMILES: [BrH:17].[C:1]([CH3:2])([CH3:3])([CH3:4])[N:5]1[CH2:6][c:7]2[cH:8][n:9][c:10]([O:15][CH3:16])[cH:11][c:12]2[CH2:13][CH2:14]1.[CH3:18][C:19](=[O:20])[OH:21]>>[C:1]([CH3:2])([CH3:3])([CH3:4])[N:5]1[CH2:6][c:7]2[cH:8][n:9][c:10]([OH:15])[cH:11][c:12]2[CH2:13][CH2:14]1. Starting materials: COC(=O)C1=CC(=C(C=C1)S(=O)(=O)Cl)OC (4-methoxycarbonyl-2-methoxybenzenesulfonyl chloride), [H-].[Na+] (sodium hydride), C1(CCCCC1)N1C(NC2=C1C=C(C=C2)OC2CCCC2)=O (3- cyclohexyl-5-cyclopentoxy-1,3-dihydro-2H-benzimidazol-2-one), CN(C)C=O (DMF). Run in C1CCOC1 (THF), O (water). Reaction conditions: time 30 minute. Product: C1(CCCCC1)N1C(N(C2=C1C=C(C=C2)OC2CCCC2)S(=O)(=O)C2=C(C=C(C(=O)OC)C=C2)OC)=O (Methyl 4-[3-cyclohexyl-5-cyclopentoxy-2,3-dihydro-2-oxo-1H-benzimidazol-1-yl]sulfonyl-3-methoxybenzoate). The yield is 83.5%. As a reaction SMILES: [H-].[Na+].[CH:3]1([N:9]2[C:13]3[CH:14]=[C:15]([O:18][CH:19]4[CH2:23][CH2:22][CH2:21][CH2:20]4)[CH:16]=[CH:17][C:12]=3[NH:11][C:10]2=[O:24])[CH2:8][CH2:7][CH2:6][CH2:5][CH2:4]1.CN(C=O)C.[CH3:30][O:31][C:32]([C:34]1[CH:39]=[CH:38][C:37]([S:40](Cl)(=[O:42])=[O:41])=[C:36]([O:44][CH3:45])[CH:35]=1)=[O:33]>O.C1COCC1>[CH:3]1([N:9]2[C:13]3[CH:14]=[C:15]([O:18][CH:19]4[CH2:20][CH2:21][CH2:22][CH2:23]4)[CH:16]=[CH:17][C:12]=3[N:11]([S:40]([C:37]3[CH:38]=[CH:39][C:34]([C:32]([O:31][CH3:30])=[O:33])=[CH:35][C:36]=3[O:44][CH3:45])(=[O:42])=[O:41])[C:10]2=[O:24])[CH2:4][CH2:5][CH2:6][CH2:7][CH2:8]1 |f:0.1|. Procedure details: 0.095 g of sodium hydride as a 60% dispersion in oil is added in portions to a mixture of 0.7 g of 3- cyclohexyl-5-cyclopentoxy-1,3-dihydro-2H-benzimidazol-2-one, 50 ml of DMF and 50 ml of THF and the mixture is stirred for 30 minutes at RT. 0.6 g of 4-methoxycarbonyl-2-methoxybenzenesulfonyl chloride is then added and the mixture is stirred for 18 hours at RT. The reaction mixture is poured into a mixture of water and ice and the precipitate formed is filtered off and washed with water and then...